This data is from the Open Reaction Database (ORD), a public repository of structured organic reaction records. The task is: describe an organic reaction: reactants, conditions, products, and yield Reactants: S1CCC(CC1)C#N (tetrahydro-2H-thiopyran-4-carbonitrile), C[Si](C)(C)[N-][Si](C)(C)C.[K+] (KHMDS), FC1=CC(=C(C#N)C=C1)C (4-fluoro-2-methylbenzonitrile). Solvent: C1CCOC1 (THF), C1CCOC1 (THF), C1CCOC1 (THF). Run at temperature -78 celsius. The product is C(#N)C1=C(C=C(C=C1)C1(CCSCC1)C#N)C (4-(4-Cyano-3-methylphenyl)tetrahydro-2H-thiopyran-4-carbonitrile). Isolated yield 67.1%. As a reaction SMILES: [S:1]1[CH2:6][CH2:5][CH:4]([C:7]#[N:8])[CH2:3][CH2:2]1.C[Si]([N-][Si](C)(C)C)(C)C.[K+].F[C:20]1[CH:27]=[CH:26][C:23]([C:24]#[N:25])=[C:22]([CH3:28])[CH:21]=1>C1COCC1>[C:24]([C:23]1[CH:26]=[CH:27][C:20]([C:4]2([C:7]#[N:8])[CH2:5][CH2:6][S:1][CH2:2][CH2:3]2)=[CH:21][C:22]=1[CH3:28])#[N:25] |f:1.2|. Procedure: A solution of tetrahydro-2H-thiopyran-4-carbonitrile (197 mg, 1.55 mmol) and THF (2.0 mL) is slowly added via syringe to a mixture of KHMDS (324 mg, 1.63 mmol) in THF (3.0 mL), stirring at −78° C. under nitrogen. The temperature is maintained at −78° C. for 30 min. before a mixture of 4-fluoro-2-methylbenzonitrile (222 mg, 1.64 mmol) in THF (1.0 mL) is slowly added to the vessel. The mixture is allowed to warm to room temperature and is stirred for 3 hours before being quenched with saturated aq... Starting materials: CN1C(=O)C(C#N)(c2ccc(OCC3CO3)cc2)Sc2ccccc21, CC(C)(C)N, CCO. Product: CN1C(=O)C(C#N)(c2ccc(OCC(O)CNC(C)(C)C)cc2)Sc2ccccc21. Reaction SMILES: [C:1](#[N:2])[C:3]1([c:15]2[cH:16][cH:17][c:18]([O:21][CH2:22][CH:23]3[CH2:24][O:25]3)[cH:19][cH:20]2)[S:4][c:5]2[c:6]([cH:11][cH:12][cH:13][cH:14]2)[N:7]([CH3:10])[C:8]1=[O:9].[CH3:26][C:27]([CH3:28])([CH3:29])[NH2:30].[CH3:31][CH2:32][OH:33]>>[C:1](#[N:2])[C:3]1([c:15]2[cH:16][cH:17][c:18]([O:21][CH2:22][CH:23]([CH2:24][NH:30][C:27]([CH3:26])([CH3:28])[CH3:29])[OH:25])[cH:19][cH:20]2)[S:4][c:5]2[c:6]([cH:11][cH:12][cH:13][cH:14]2)[N:7]([CH3:10])[C:8]1=[O:9].